From a dataset of the Open Reaction Database (ORD), a public repository of structured organic reaction records. describe an organic reaction: reactants, conditions, products, and yield Starting materials: N=C1N(C(NC12CCN(CC2)C)=O)C2=CC(=C(C#N)C=C2)C(F)(F)F (4-(4-imino-8-methyl-2-oxo-1,3,8-triazaspiro[4.5]-decan-3-yl)-2-(trifluoromethyl)-benzonitrile), CO (methanol), [OH-].[NH4+] (ammonium hydroxide), [Cl-].[Na+] (sodium chloride). The solvent is C(C)(=O)OCC (ethyl acetate). Product: O=C1NC2(C(N1C1=CC(=C(C#N)C=C1)C(F)(F)F)=O)CCN(CC2)C (4-(2,4-dioxo-8-methyl-1,3,8-triazaspiro[4.5]-decan-3-yl)-2-(trifluoromethyl)-benzonitrile). RXN SMILES: N=[C:2]1[C:6]2([CH2:11][CH2:10][N:9]([CH3:12])[CH2:8][CH2:7]2)[NH:5][C:4](=[O:13])[N:3]1[C:14]1[CH:21]=[CH:20][C:17]([C:18]#[N:19])=[C:16]([C:22]([F:25])([F:24])[F:23])[CH:15]=1.C[OH:27].[OH-].[NH4+].[Cl-].[Na+]>C(OCC)(=O)C>[O:13]=[C:4]1[N:3]([C:14]2[CH:21]=[CH:20][C:17]([C:18]#[N:19])=[C:16]([C:22]([F:25])([F:24])[F:23])[CH:15]=2)[C:2](=[O:27])[C:6]2([CH2:11][CH2:10][N:9]([CH3:12])[CH2:8][CH2:7]2)[NH:5]1 |f:2.3,4.5|. Procedure details: Using the procedure of Example 2, 3 g of the product of Example 22, 70 ml of methanol and 17 ml of 2N hydrochloric were reacted and the solution was refluxed for 90 minutes. It was poured into 200 ml of ammonium hydroxide +100 g of ice saturated with sodium chloride and extraction was carried out 4 times with ethyl acetate. The extracts were washed with salt water, dried and purified on silica with methylene chloride-methanol: 9-1 as eluant. After crystallization from methylene chloride-isopropy... The reactants are C(C(=O)C)C1=CC=C(OCC=2OC=C(C(C2)=O)O)C=C1 (2-(4-acetonylphenoxymethyl)-5-hydroxy-4H-pyran-4-one), C(O)(O)=O.ClC=1C=C(C=CC1)C(CN)O (2-(3-chlorophenyl)-2-hydroxyethylamine carbonate). The yield is 10.5%. Conditions: time 18 hour. The solvent is C1=CC=CC=C1 (benzene). Procedure: A solution of 2-(4-acetonylphenoxymethyl)-5-hydroxy-4H-pyran-4-one (0.7 g) and 2-(3-chlorophenyl)-2-hydroxyethylamine carbonate 0.52 g in benzene was heated under reflux for 2.5 h using a Dean and Stark head. The reaction mixture was allowed to cool and the solvent removed in vacuo. The residue was taken up in methanol, treated with sodium cyanoborohydride (0.2 g) and stirred at ambient temperature for 18 h. The solvent was evaporated under reduced pressure, the residue dissolved in ethyl acetat... As a reaction SMILES: [CH2:1]([C:5]1[CH:20]=[CH:19][C:8]([O:9][CH2:10][C:11]2[O:12][CH:13]=[C:14]([OH:18])[C:15](=[O:17])[CH:16]=2)=[CH:7][CH:6]=1)[C:2]([CH3:4])=O.C(=O)(O)O.[Cl:25][C:26]1[CH:27]=[C:28]([CH:32]([OH:35])[CH2:33][NH2:34])[CH:29]=[CH:30][CH:31]=1>C1C=CC=CC=1>[Cl:25][C:26]1[CH:27]=[C:28]([CH:29]=[CH:30][CH:31]=1)[CH:32]([OH:35])[CH2:33][NH:34][CH:2]([CH3:4])[CH2:1][C:5]1[CH:20]=[CH:19][C:8]([O:9][CH2:10][C:11]2[O:12][CH:13]=[C:14]([OH:18])[C:15](=[O:17])[CH:16]=2)=[CH:7][CH:6]=1 |f:1.2|. The product is ClC=1C=C(C(CNC(CC2=CC=C(OCC=3OC=C(C(C3)=O)O)C=C2)C)O)C=CC1 (2-[4-[2-[(3-chloro-β-hydroxyphenethyl)amino]propyl]phenoxymethyl]-5-hydroxy-4H-pyran-4-one). Reactants: COC(C1=C(C(=C(C(=C1)N)N)F)NC1=CC=CC=C1)=O (4,5-Diamino-3-fluoro-2-phenylamino-benzoic acid methyl ester), CC(CC(C)=O)=O (2,4-pentanedione), C(=O)(O)[O-].[Na+] (NaHCO3). The solvent is C(C)O (ethanol). Product: COC(=O)C1=CC2=C(N=C(N2)C)C(=C1NC1=CC=CC=C1)F (7-Fluoro-2-methyl-6-phenylamino-3H-benzoimidazole-5-carboxylic acid methyl ester). Yield: 91.5%. RXN SMILES: [CH3:1][O:2][C:3](=[O:20])[C:4]1[CH:9]=[C:8]([NH2:10])[C:7]([NH2:11])=[C:6]([F:12])[C:5]=1[NH:13][C:14]1[CH:19]=[CH:18][CH:17]=[CH:16][CH:15]=1.[CH3:21][C:22](=O)CC(=O)C.C([O-])(O)=O.[Na+]>C(O)C>[CH3:1][O:2][C:3]([C:4]1[C:5]([NH:13][C:14]2[CH:15]=[CH:16][CH:17]=[CH:18][CH:19]=2)=[C:6]([F:12])[C:7]2[N:11]=[C:21]([CH3:22])[NH:10][C:8]=2[CH:9]=1)=[O:20] |f:2.3|. Procedure: 4,5-Diamino-3-fluoro-2-phenylamino-benzoic acid methyl ester 6c (0.20 g, 0.73 mmol) is suspended in ethanol (3 mL) and 5 M aqueous NCl (1 mL, 5.00 mmol) is added. The reaction mixture is brought to reflux under N2 and then 2,4-pentanedione (0.150 mL, 1.45 mmol) is added. The reaction mixture is stirred at reflux for 60 minutes. The reaction mixture is cooled to room temperature and treated with saturated aqueous NaHCO3 until the pH of the reaction mixture is pH 7 and is then concentrated under r... Reactants: NC1=C(C=CC=C1)C1=C(C=NN1)[N+](=O)[O-] (5-(o-aminophenyl)-4-nitropyrazole), CC(=O)C (acetone). Run in C(C)(=O)O (acetic acid). The product is [N+](=O)([O-])C=1C=NN2C(NC=3C=CC=CC3C21)(C)C (1-Nitro-5,5-dimethyl-5,6-dihydropyrazolo[1,5-c]quinazoline). As a reaction SMILES: [NH2:1][C:2]1[CH:7]=[CH:6][CH:5]=[CH:4][C:3]=1[C:8]1[NH:12][N:11]=[CH:10][C:9]=1[N+:13]([O-:15])=[O:14].[CH3:16][C:17]([CH3:19])=O>C(O)(=O)C>[N+:13]([C:9]1[CH:10]=[N:11][N:12]2[C:8]=1[C:3]1[CH:4]=[CH:5][CH:6]=[CH:7][C:2]=1[NH:1][C:17]2([CH3:19])[CH3:16])([O-:15])=[O:14]. Reported procedure: A mixture of 20.4 g (0.1 mole) of 5-(o-aminophenyl)-4-nitropyrazole, 300 ml of acetone and 0.3 ml of acetic acid is heated under reflux for 1 hour. After evaporation, 24.0 g (98.5%) of 1-nitro-5,5-dimethyl-5,6-dihydropyrazolo[1,5-c]quinazoline are obtained. M.p.: 193°-195° C. Starting materials: Cc1ccc([N+](=O)[O-])cc1-c1nc2ccccc2[nH]1, Cc1ccccc1, CC(=O)O, [Fe]. Yields the product Cc1ccc(N)cc1-c1nc2ccccc2[nH]1. As a reaction SMILES: [CH3:1][c:2]1[c:3](-[c:11]2[n:12][c:13]3[c:14]([nH:15]2)[cH:16][cH:17][cH:18][cH:19]3)[cH:4][c:5]([N+:8]([O-:9])=[O:10])[cH:6][cH:7]1.[CH3:20][c:21]1[cH:22][cH:23][cH:24][cH:25][cH:26]1.[CH3:27][C:28](=[O:29])[OH:30].[Fe:31]>>[CH3:1][c:2]1[c:3](-[c:11]2[nH:12][c:13]3[c:14]([n:15]2)[cH:16][cH:17][cH:18][cH:19]3)[cH:4][c:5]([NH2:8])[cH:6][cH:7]1. The reactants are COC1=C(C=NO)C=CC=C1 (methoxybenzaldoxime), N(=O)Cl (nitrosyl chloride), CCOCC (ether). Product: COC1=CC=C(C(=NO)Cl)C=C1 (4-methoxybenzohydroximoyl chloride). RXN SMILES: CO[C:3]1[CH:11]=[CH:10][CH:9]=[CH:8][C:4]=1[CH:5]=[N:6][OH:7].N([Cl:14])=O.CC[O:17][CH2:18]C>>[CH3:18][O:17][C:10]1[CH:11]=[CH:3][C:4]([C:5]([Cl:14])=[N:6][OH:7])=[CH:8][CH:9]=1. Procedure details: By the method of Example I-B, 43.6 g of methoxybenzaldoxime in 510 ml of ether was treated with 21.0 g of nitrosyl chloride. After removal of the ether, the product oil was triturated with benzene-hexane and crystallized from benzene-hexane. The filtrate from the crystallization was concentrated to about one-third of its original volume and placed in the refrigerator. The solid which formed and the first crop of crystals were combined and recrystallized from hexane-ether to give 13.2 g of 4-meth... Reactants: CCOC(C)=O, C, Oc1cccc(OC(F)(F)F)c1, I, [K+], [K+], O=C([O-])[O-], CN(C)C=O. The product is COc1cccc(OC(F)(F)F)c1. As a reaction SMILES: [CH3:21][CH2:22][O:23][C:24]([CH3:25])=[O:26].[CH4:19].[F:1][C:2]([O:3][c:4]1[cH:5][c:6]([OH:10])[cH:7][cH:8][cH:9]1)([F:11])[F:12].[I:20].[K+:13].[K+:14].[O-:15][C:16]([O-:17])=[O:18].[O:27]=[CH:28][N:29]([CH3:30])[CH3:31]>>[F:1][C:2]([O:3][c:4]1[cH:5][c:6]([O:10][CH3:16])[cH:7][cH:8][cH:9]1)([F:11])[F:12]. Reactants: C(C1=CC=CC=C1)N1CCC(=CC1)C1=CC=C(C=C1)C(F)(F)F (1-Benzyl-4-(4-trifluoromethylphenyl)-1,2,3,6-tetrahydropyridine), C(C)OCC (diethyl ether), CO (Methanol), ClC(=O)OCCCl (2-chloroethyl chloroformate). Solvent: C(Cl)Cl (methylene chloride). Conditions: time 3 hour. Yields the product Cl.FC(C1=CC=C(C=C1)C=1CCNCC1)(F)F (4-(4-trifluoromethylphenyl)-1,2,3,6-tetrahydropyridine hydrochloride). Isolated yield 86.7%. As a reaction SMILES: C([N:8]1[CH2:13][CH:12]=[C:11]([C:14]2[CH:19]=[CH:18][C:17]([C:20]([F:23])([F:22])[F:21])=[CH:16][CH:15]=2)[CH2:10][CH2:9]1)C1C=CC=CC=1.[Cl:24]C(OCCCl)=O.CO.C(OCC)C>C(Cl)Cl>[ClH:24].[F:23][C:20]([F:21])([F:22])[C:17]1[CH:16]=[CH:15][C:14]([C:11]2[CH2:12][CH2:13][NH:8][CH2:9][CH:10]=2)=[CH:19][CH:18]=1 |f:5.6|. Procedure details: 1-Benzyl-4-(4-trifluoromethylphenyl)-1,2,3,6-tetrahydropyridine (2 g, 6.3 mmol) prepared in Reference Example 96 was dissolved in methylene chloride (20 ml), to which 2-chloroethyl chloroformate (1.67 g, 11.68 mmol) was added dropwise under a nitrogen atmosphere while cooling in an ice-bath, and the mixture was stirred at the same temperature for 3 hours. Methanol (20 ml) was added to the mixture, which was heated under reflux for 1 hour. The reaction mixture was allowed to return to room temper...